From a dataset of the Open Reaction Database (ORD), a public repository of structured organic reaction records. describe an organic reaction: reactants, conditions, products, and yield Starting materials: ClC1=CC=C(S1)C1=CC(=NO1)CN1C(=NC2=C1C=CC=C2C(=O)O)C(NC2CCN(CC2)C(C)C)=O (1-[5-(5-Chloro-thiophen-2-yl)-isoxazol-3-ylmethyl]-2-(1-isopropyl-piperidin-4-ylcarbamoyl)-1H-benzoimidazole-4-carboxylic acid), C1CCC(CC1)N=C=NC2CCCCC2 (DCC), C(CO)O (ethylene glycol). Reagents/catalysts: CN(C)C=1C=CN=CC1 (DMAP). Run in CN(C)C=O (DMF). Conditions: temperature 60 celsius, time 8 hour. Product: OCCOC(=O)C1=CC=CC=2N(C(=NC21)C(NC2CCN(CC2)C(C)C)=O)CC2=NOC(=C2)C=2SC(=CC2)Cl (1-[5-(5-Chloro-thiophen-2-yl)-isoxazol-3-ylmethyl]-2-(1-isopropyl-piperidin-4-ylcarbamoyl)-1H-benzoimidazole-4-carboxylic acid 2-hydroxy-ethyl ester). As a reaction SMILES: [Cl:1][C:2]1[S:6][C:5]([C:7]2[O:11][N:10]=[C:9]([CH2:12][N:13]3[C:17]4[CH:18]=[CH:19][CH:20]=[C:21]([C:22]([OH:24])=[O:23])[C:16]=4[N:15]=[C:14]3[C:25](=[O:36])[NH:26][CH:27]3[CH2:32][CH2:31][N:30]([CH:33]([CH3:35])[CH3:34])[CH2:29][CH2:28]3)[CH:8]=2)=[CH:4][CH:3]=1.C1CCC(N=C=NC2CCCCC2)CC1.[CH2:52](O)[CH2:53][OH:54]>CN(C=O)C.CN(C1C=CN=CC=1)C>[OH:54][CH2:53][CH2:52][O:23][C:22]([C:21]1[C:16]2[N:15]=[C:14]([C:25](=[O:36])[NH:26][CH:27]3[CH2:32][CH2:31][N:30]([CH:33]([CH3:34])[CH3:35])[CH2:29][CH2:28]3)[N:13]([CH2:12][C:9]3[CH:8]=[C:7]([C:5]4[S:6][C:2]([Cl:1])=[CH:3][CH:4]=4)[O:11][N:10]=3)[C:17]=2[CH:18]=[CH:19][CH:20]=1)=[O:24]. Procedure: 50 mg (0.08 mmol) 1-[5-(5-Chloro-thiophen-2-yl)-isoxazol-3-ylmethyl]-2-(1-isopropyl-piperidin-4-ylcarbamoyl)-1H-benzoimidazole-4-carboxylic acid were dissolved in 4 mL DMF. Subsequently 20 mg DMAP, 34.3 mg (0.16 mmol) DCC and 46 μl (0.83 mmol) ethylene glycol were added. The resulting mixture was stirred for 8 h at 60° C. and then concentrated under removed pressure. The remaining residue was purified by preparative HPLC (CH3CN/H2O gradient+0.05% formic acid) to give pure 1-[5-(5-Chloro-thiophen... Product: COC(=O)C(C)c1ccc2cc(OC(=O)CBr)ccc2c1. RXN SMILES: [Br:24][CH2:25][C:26](=[O:27])[Cl:28].[CH3:1][O:2][C:3]([CH:4]([CH3:5])[c:6]1[cH:7][c:8]2[cH:9][cH:10][c:11]([OH:16])[cH:12][c:13]2[cH:14][cH:15]1)=[O:17].[Cl:29][CH2:30][Cl:31].[cH:18]1[cH:19][cH:20][n:21][cH:22][cH:23]1>>[CH3:1][O:2][C:3]([CH:4]([CH3:5])[c:6]1[cH:7][c:8]2[cH:9][cH:10][c:11]([O:16][C:26]([CH2:25][Br:24])=[O:27])[cH:12][c:13]2[cH:14][cH:15]1)=[O:17]. Reactants: O=C(Cl)CBr, COC(=O)C(C)c1ccc2cc(O)ccc2c1, ClCCl, c1ccncc1. Reactants: C([O-])([O-])=O.[Na+].[Na+] (sodium carbonate), Cl.C1(CCCCC1)CN1CC(C(CC1)=O)C(=O)OCC (ethyl 1-cyclohexylmethyl-4-oxo-piperidine-3-carboxylate hydrochloride), FC1=CC=C(C=C1)S (p-fluoro-thiophenol), polyphosphoric acid. Run in O (water). Run at time 2 hour. Yields the product Cl.C1(CCCCC1)CN1CC2=C(CC1)SC1=C(C2=O)C=C(C=C1)F (2-cyclohexylmethyl-8-fluoro-1,2,3,4-tetrahydro-10H-(1)-benzothiopyrano[3,2-c]pyridin-10-one hydrochloride). Yield: 37.9%. Reaction SMILES: [ClH:1].[CH:2]1([CH2:8][N:9]2[CH2:14][CH2:13][C:12](=O)[CH:11]([C:16]([O:18]CC)=O)[CH2:10]2)[CH2:7][CH2:6][CH2:5][CH2:4][CH2:3]1.[F:21][C:22]1[CH:27]=[CH:26][C:25]([SH:28])=[CH:24][CH:23]=1.C(=O)([O-])[O-].[Na+].[Na+]>O>[ClH:1].[CH:2]1([CH2:8][N:9]2[CH2:14][CH2:13][C:12]3[S:28][C:25]4[CH:26]=[CH:27][C:22]([F:21])=[CH:23][C:24]=4[C:16](=[O:18])[C:11]=3[CH2:10]2)[CH2:3][CH2:4][CH2:5][CH2:6][CH2:7]1 |f:0.1,3.4.5,7.8|. Procedure: A mixture of 6.68 g of the product of Step B and 2.51 g of p-fluoro-thiophenol were added in two portions with stirring over 20 minutes to 80 g of polyphosphoric acid heated to 100° to 120° C. and the mixture was held at 110° C. for two hours to form a yellow solution which was poured into 500 ml of water. The resulting suspension was adjusted to a pH of 8 by addition of sodium carbonate and the yellow precipitate formed was recovered by filtration. The product was washed with water and dissolve... Reactants: COC(=O)c1c(CBr)c(=O)c2ccc(C(F)(F)F)nc2n1-c1ccccc1, [N-]=[N+]=[N-], [Na+], CN(C)C=O, O. Product: COC(=O)c1c(CN=[N+]=[N-])c(=O)c2ccc(C(F)(F)F)nc2n1-c1ccccc1. As a reaction SMILES: [CH3:1][O:2][C:3](=[O:4])[c:5]1[n:6](-[c:22]2[cH:23][cH:24][cH:25][cH:26][cH:27]2)[c:7]2[n:8][c:9]([C:18]([F:19])([F:20])[F:21])[cH:10][cH:11][c:12]2[c:13](=[O:17])[c:14]1[CH2:15][Br:16].[N-:29]=[N+:30]=[N-:31].[Na+:28].[O:32]=[CH:33][N:34]([CH3:35])[CH3:36].[OH2:37]>>[CH3:1][O:2][C:3](=[O:4])[c:5]1[n:6](-[c:22]2[cH:23][cH:24][cH:25][cH:26][cH:27]2)[c:7]2[n:8][c:9]([C:18]([F:19])([F:20])[F:21])[cH:10][cH:11][c:12]2[c:13](=[O:17])[c:14]1[CH2:15][N:29]=[N+:30]=[N-:31]. Reactants: FC(C(=O)O)(F)F.FC(S(=O)(=O)O)(F)F (trifluoroacetic acid trifluoromethanesulfonic acid), COC1=C(CN2C([C@@H](CC(CC2)(F)F)N(S(=O)(=O)CCC(F)(F)F)CC=2C=NC(=CC2)OC)=O)C=CC(=C1)OC (3,3,3-trifluoro-propane-1-sulfonic acid [(R)-1-(2,4-dimethoxy-benzyl)-5,5-difluoro-2-oxo-azepan-3-yl]-(6-methoxy-pyridin-3-ylmethyl)-amide). Run in ClCCl (dichloromethane). Yields the product FC1(C[C@H](C(NCC1)=O)N(S(=O)(=O)CCC(F)(F)F)CC=1C=NC(=CC1)OC)F (3,3,3-Trifluoro-propane-1-sulfonic acid ((R)-5,5-difluoro-2-oxo-azepan-3-yl)-(6-methoxy-pyridin-3-ylmethyl)-amide). Reaction SMILES: FC(F)(F)C(O)=O.FC(F)(F)S(O)(=O)=O.COC1C=C(OC)C=CC=1C[N:21]1[CH2:27][CH2:26][C:25]([F:29])([F:28])[CH2:24][C@@H:23]([N:30]([CH2:40][C:41]2[CH:42]=[N:43][C:44]([O:47][CH3:48])=[CH:45][CH:46]=2)[S:31]([CH2:34][CH2:35][C:36]([F:39])([F:38])[F:37])(=[O:33])=[O:32])[C:22]1=[O:49]>ClCCl>[F:29][C:25]1([F:28])[CH2:26][CH2:27][NH:21][C:22](=[O:49])[C@H:23]([N:30]([CH2:40][C:41]2[CH:42]=[N:43][C:44]([O:47][CH3:48])=[CH:45][CH:46]=2)[S:31]([CH2:34][CH2:35][C:36]([F:38])([F:39])[F:37])(=[O:33])=[O:32])[CH2:24]1 |f:0.1|. Procedure details: A mixture containing trifluoroacetic acid/trifluoromethanesulfonic acid (5:2 v/v, 0.76 ml) was added to 3,3,3-trifluoro-propane-1-sulfonic acid [(R)-1-(2,4-dimethoxy-benzyl)-5,5-difluoro-2-oxo-azepan-3-yl]-(6-methoxy-pyridin-3-ylmethyl)-amide (0.2 g, 0.24 mmol) in dichloromethane (10 ml). After 2 h the reaction mixture was concentrated under reduced pressure and the residue taken up in ethyl acetate and washed with water, saturated aqueous sodium bicarbonate and brine, dried (Na2SO4), filtered, ...